Dataset: the Open Reaction Database (ORD), a public repository of structured organic reaction records. Task: describe an organic reaction: reactants, conditions, products, and yield Starting materials: [N+](=O)([O-])C(C1=CC=CC=C1)Br (nitrobenzylbromide), C(C)OP(OCC)OCC (triethylphosphite), C1(=CC=CC=C1)C (toluene). Product: C(C)OP(OCC)(=O)CC1=C(C=CC=C1)[N+](=O)[O-] ((2-Nitro-benzyl)-phosphonic acid diethyl ester). As a reaction SMILES: [N+:1](C(Br)C1C=CC=CC=1)([O-:3])=[O:2].C([O:14][P:15]([O:19][CH2:20][CH3:21])[O:16][CH2:17][CH3:18])C.[C:22]1([CH3:28])[CH:27]=[CH:26][CH:25]=[CH:24][CH:23]=1>>[CH2:20]([O:19][P:15]([CH2:28][C:22]1[CH:27]=[CH:26][CH:25]=[CH:24][C:23]=1[N+:1]([O-:3])=[O:2])(=[O:14])[O:16][CH2:17][CH3:18])[CH3:21]. Procedure details: A mixture of 1.02 g of nitrobenzylbromide and 1.08 ml of triethylphosphite in 10 ml of toluene is heated to reflux for 12 hours. From the mixture obtained solvent is evaporated. (2-Nitro-benzyl)-phosphonic acid diethyl ester is obtained. Reactants: CN(CC(C1=CC(=CC=C1)F)NC1=NC=NC2=C(C=C(C=C12)O)C(=O)N)C (4-[2-dimethylamino-1-(3-fluoro-phenyl)-ethylamino]-6-hydroxy-quinazoline-8-carboxylic acid amide), C(=O)([O-])[O-].[Cs+].[Cs+] (Cs2CO3), C(C)Br (ethylbromide). Solvent: CN(C)C=O (DMF), CN(C)C=O (DMF). Reaction conditions: temperature 60 celsius, time 8 hour. Yields the product CN(CC(C1=CC(=CC=C1)F)NC1=NC=NC2=C(C=C(C=C12)OCC)C(=O)N)C (4-[2-dimethylamino-1-(3-fluoro-phenyl)-ethylamino]-6-ethoxy-quinazoline-8-carboxylic acid amide). Isolated yield 15.0%. Reaction SMILES: [CH3:1][N:2]([CH3:27])[CH2:3][CH:4]([NH:12][C:13]1[C:22]2[C:17](=[C:18]([C:24]([NH2:26])=[O:25])[CH:19]=[C:20]([OH:23])[CH:21]=2)[N:16]=[CH:15][N:14]=1)[C:5]1[CH:10]=[CH:9][CH:8]=[C:7]([F:11])[CH:6]=1.C([O-])([O-])=O.[Cs+].[Cs+].[CH2:34](Br)[CH3:35]>CN(C=O)C>[CH3:1][N:2]([CH3:27])[CH2:3][CH:4]([NH:12][C:13]1[C:22]2[C:17](=[C:18]([C:24]([NH2:26])=[O:25])[CH:19]=[C:20]([O:23][CH2:34][CH3:35])[CH:21]=2)[N:16]=[CH:15][N:14]=1)[C:5]1[CH:10]=[CH:9][CH:8]=[C:7]([F:11])[CH:6]=1 |f:1.2.3|. Procedure: A Wheaton vial equipped with a stir bar was charged with 4-[2-dimethylamino-1-(3-fluoro-phenyl)-ethylamino]-6-hydroxy-quinazoline-8-carboxylic acid amide, (37 mg, 0.1 mmol) Cs2CO3, (100 mg, 0.3 mmol) and dry DMF, (1 mL). The mixture was heated at 60° C. for 1 h. It was then cooled to RT and ethylbromide (11 mg, 0.1 mmol) was added a solution in DMF (0.5 mL). The mixture was left to stir overnight. After 18 h, LCMS indicated consumption of SM. The mixture was diluted with EtOAc, (30 mL) and added... The reactants are ClC1=C(C=CC=C1)CNC1=C(C(=O)O)C=CC=C1[N+](=O)[O-] (2-[(2-chlorophenyl)methyl]amino-3-nitrobenzoic acid), S(=O)([O-])S(=O)[O-].[Na+].[Na+] (sodium hydrosulfite). Product: NC=1C(=C(C(=O)O)C=CC1)NCC1=C(C=CC=C1)Cl (3-amino-2-[(2-chlorophenyl)methyl]aminobenzoic acid). Isolated yield 85.0%. RXN SMILES: [Cl:1][C:2]1[CH:7]=[CH:6][CH:5]=[CH:4][C:3]=1[CH2:8][NH:9][C:10]1[C:18]([N+:19]([O-])=O)=[CH:17][CH:16]=[CH:15][C:11]=1[C:12]([OH:14])=[O:13].S(S([O-])=O)([O-])=O.[Na+].[Na+]>>[NH2:19][C:18]1[C:10]([NH:9][CH2:8][C:3]2[CH:4]=[CH:5][CH:6]=[CH:7][C:2]=2[Cl:1])=[C:11]([CH:15]=[CH:16][CH:17]=1)[C:12]([OH:14])=[O:13] |f:1.2.3|. Reported procedure: 2-[(2-chlorophenyl)methyl]amino-3-nitrobenzoic acid (22 g, 72 mmol) was reduced with sodium hydrosulfite by the method described in Example 2(ii) to provide 3-amino-2-[(2-chlorophenyl)methyl]aminobenzoic acid in 85% yield; mp 203°-204° C. This amine was acylated with excess valeryl chloride in the presence of excess 10% sodium hydroxide solution and toluene. The resulting valeryl derivative was heated in acetic acid and hydrochloric acid according to the procedure described in Method A to provid...